From a dataset of the Open Reaction Database (ORD), a public repository of structured organic reaction records. describe an organic reaction: reactants, conditions, products, and yield Reactants: CC(=O)c1ccc(C(=O)O)cc1, CO, CCCCCCC, CN(C)C=O, O, COc1cc(OC)c(-c2cc3ccccc3s2)cc1C=O. Yields the product COc1cc(OC)c(-c2cc3ccccc3s2)cc1C=CC(=O)c1ccc(C(=O)O)cc1. As a reaction SMILES: [C:22]([CH3:23])(=[O:24])[c:25]1[cH:26][cH:27][c:28]([C:29](=[O:30])[OH:31])[cH:32][cH:33]1.[CH3:34][OH:35].[CH3:41][CH2:42][CH2:43][CH2:44][CH2:45][CH2:46][CH3:47].[O:36]=[CH:37][N:38]([CH3:39])[CH3:40].[OH2:48].[s:1]1[c:2]2[c:3]([cH:4][c:5]1-[c:6]1[c:7]([O:16][CH3:17])[cH:8][c:9]([O:14][CH3:15])[c:10]([CH:11]=[O:12])[cH:13]1)[cH:18][cH:19][cH:20][cH:21]2>>[s:1]1[c:2]2[c:3]([cH:4][c:5]1-[c:6]1[c:7]([O:16][CH3:17])[cH:8][c:9]([O:14][CH3:15])[c:10]([CH:11]=[CH:23][C:22](=[O:24])[c:25]3[cH:26][cH:27][c:28]([C:29](=[O:30])[OH:31])[cH:32][cH:33]3)[cH:13]1)[cH:18][cH:19][cH:20][cH:21]2. Procedure details: In analogy to the procedure described for the synthesis of intermediate 1, step 4, the title compound was synthesized from 6-chloro-5-(1-isopropyl-piperidin-4-yloxy)-1H-indole-2-carboxylic acid hydrochloride salt with 1 eq. lithium chloride (example 39, step 4) and 4-methyl-piperidin-4-ol (CAS Nr. 3970-68-1). The title compound was obtained in 72% yield as yellow foam. MS (m/e): 434.3 (MH+, 100%). The reactants are Cl.ClC1=C(C=C2C=C(NC2=C1)C(=O)O)OC1CCN(CC1)C(C)C (6-chloro-5-(1-isopropyl-piperidin-4-yloxy)-1H-indole-2-carboxylic acid hydrochloride salt), ClC1=C(C=C2C=C(N(C2=C1)C=1C=NC=NC1)C(=O)N1CCC(CC1)(F)F)OC1CCN(CC1)C(C)C ([6-Chloro-5-(1-isopropyl-piperidin-4-yloxy)-1-pyrimidin-5-yl-1H-indol-2-yl]-(4,4-difluoro-piperidin-1-yl)-methanone), CC1(CCNCC1)O (4-methyl-piperidin-4-ol), FC1(CCN(CC1)C(=O)C=1NC2=CC=C(C=C2C1)OC1CCN(CC1)C(C)C)F ((4,4-Difluoro-piperidin-1-yl)-[5-(1-isopropyl-piperidin-4-yloxy)-1H-indol-2-yl]-methanone). As a reaction SMILES: FC1(F)CCN(C(C2NC3C(C=2)=CC(OC2CCN(C(C)C)CC2)=CC=3)=O)CC1.Cl.[Cl:31][C:32]1[CH:40]=[C:39]2[C:35]([CH:36]=[C:37]([C:41](O)=[O:42])[NH:38]2)=[CH:34][C:33]=1[O:44][CH:45]1[CH2:50][CH2:49][N:48]([CH:51]([CH3:53])[CH3:52])[CH2:47][CH2:46]1.ClC1C=C2C(C=C(C(N3CCC(F)(F)CC3)=O)N2C2C=NC=NC=2)=CC=1OC1CCN(C(C)C)CC1.[CH3:90][C:91]1([OH:97])[CH2:96][CH2:95][NH:94][CH2:93][CH2:92]1>>[Cl:31][C:32]1[CH:40]=[C:39]2[C:35]([CH:36]=[C:37]([C:41]([N:94]3[CH2:95][CH2:96][C:91]([OH:97])([CH3:90])[CH2:92][CH2:93]3)=[O:42])[NH:38]2)=[CH:34][C:33]=1[O:44][CH:45]1[CH2:46][CH2:47][N:48]([CH:51]([CH3:52])[CH3:53])[CH2:49][CH2:50]1 |f:1.2|. The product is ClC1=C(C=C2C=C(NC2=C1)C(=O)N1CCC(CC1)(C)O)OC1CCN(CC1)C(C)C ([6-Chloro-5-(1-isopropyl-piperidin-4-yloxy)-1H-indol-2-yl]-(4-hydroxy-4-methyl-piperidin-1-yl)-methanone). The reactants are CS(=O)(=NC(=O)c1cncc(Br)c1)c1ccccc1, C#Cc1ccc(Oc2ccccc2)cc1. The product is CS(=O)(=NC(=O)c1cncc(C#Cc2ccc(Oc3ccccc3)cc2)c1)c1ccccc1. As a reaction SMILES: [Br:1][c:2]1[cH:3][n:4][cH:5][c:6]([C:7](=[O:8])[N:9]=[S:10]([c:11]2[cH:12][cH:13][cH:14][cH:15][cH:16]2)(=[O:17])[CH3:18])[cH:19]1.[C:20](#[CH:21])[c:22]1[cH:23][cH:24][c:25]([O:28][c:29]2[cH:30][cH:31][cH:32][cH:33][cH:34]2)[cH:26][cH:27]1>>[c:2]1([C:21]#[C:20][c:22]2[cH:23][cH:24][c:25]([O:28][c:29]3[cH:30][cH:31][cH:32][cH:33][cH:34]3)[cH:26][cH:27]2)[cH:3][n:4][cH:5][c:6]([C:7](=[O:8])[N:9]=[S:10]([c:11]2[cH:12][cH:13][cH:14][cH:15][cH:16]2)(=[O:17])[CH3:18])[cH:19]1. Conditions: time 12 hour. Isolated yield 26.5%. Starting materials: N1CCNCC1 (piperazine), CS(=O)(=O)Cl (CH3SO2Cl). Reaction SMILES: [NH:1]1[CH2:6][CH2:5][NH:4][CH2:3][CH2:2]1.[CH3:7][S:8]([Cl:11])(=[O:10])=[O:9]>C(Cl)Cl>[Cl-:11].[S:8]([NH+:1]1[CH2:6][CH2:5][NH:4][CH2:3][CH2:2]1)([CH3:7])(=[O:10])=[O:9] |f:3.4|. The product is [Cl-].S(=O)(=O)(C)[NH+]1CCNCC1 (N-mesylpiperazinium chloride). The solvent is C(Cl)Cl (CH2Cl2), C(Cl)Cl (CH2Cl2), C(Cl)Cl (CH2Cl2). Procedure details: To a stirred solution of piperazine (4.3 g; 50 mmol) in CH2Cl2 (50 ml) at +5° C. was added a solution of CH3SO2Cl (4.25 ml; 55 mmol) in CH2Cl2 (15 ml). The thick reaction mixture was stirred at rt. for 12 h, added CH2Cl2 (100 ml), and extracted with 1 M HCl (300 ml). A precipitate formed in the aqueous phase was filtered of to give 2.66 g of N-mesylpiperazinium chloride (32%). Starting materials: N(=O)[O-].[Na+] (NaNO2), BrC1=C(C(=C(C=C1)NC1=CC=CC=C1)F)C(F)(F)F (4-bromo-2-fluoro-3-trifluoromethyl-phenyl aniline), Cl (HCl), SnCl2 dihydrate, Cl (HCl). Solvent: O (water). Conditions: time 30 minute. Yields the product Cl.BrC1=C(C(=C(C=C1)NN)F)C(F)(F)F ((4-Bromo-2-fluoro-3-trifluoromethyl-phenyl)-hydrazine hydrochloride). RXN SMILES: [Br:1][C:2]1[CH:7]=[CH:6][C:5]([NH:8]C2C=CC=CC=2)=[C:4]([F:15])[C:3]=1[C:16]([F:19])([F:18])[F:17].[N:20]([O-])=O.[Na+].[ClH:24]>O>[ClH:24].[Br:1][C:2]1[CH:7]=[CH:6][C:5]([NH:8][NH2:20])=[C:4]([F:15])[C:3]=1[C:16]([F:19])([F:18])[F:17] |f:1.2,5.6|. Procedure: A sample of 4-bromo-2-fluoro-3-trifluoromethyl-phenyl aniline (4 g, 15.5 mmol) is suspended in concentrated HCl (36 mL) and cooled in an ice/salt bath. The reaction is then treated dropwise with a solution of NaNO2 (1.12 g, 16.3 mmol) in water (36 mL). The reaction is allowed to stir for 30 minutes and then treated with a solution of SnCl2 dihydrate (17.5 g, 77.5 mmol) in concentrated HCl (36 mL). The reaction is then stirred for 1 hour in an ice/water bath followed by an hour at room temperatur...